This data is from the Open Reaction Database (ORD), a public repository of structured organic reaction records. The task is: describe an organic reaction: reactants, conditions, products, and yield Reactants: CCCCNc1c(F)cc(F)c2oc(-c3ccc(NCCCN=[N+]=[N-])c(F)c3)cc(=O)c12, C1CCOC1, O, c1ccc(P(c2ccccc2)c2ccccc2)cc1. Yields the product CCCCNc1c(F)cc(F)c2oc(-c3ccc(NCCCN)c(F)c3)cc(=O)c12. As a reaction SMILES: [N:1](=[N+:2]=[N-:3])[CH2:4][CH2:5][CH2:6][NH:7][c:8]1[c:9]([F:32])[cH:10][c:11](-[c:14]2[o:15][c:16]3[c:17]([c:18](=[O:20])[cH:19]2)[c:21]([NH:27][CH2:28][CH2:29][CH2:30][CH3:31])[c:22]([F:26])[cH:23][c:24]3[F:25])[cH:12][cH:13]1.[O:53]1[CH2:54][CH2:55][CH2:56][CH2:57]1.[OH2:52].[c:33]1([P:34]([c:35]2[cH:36][cH:37][cH:38][cH:39][cH:40]2)[c:41]2[cH:42][cH:43][cH:44][cH:45][cH:46]2)[cH:47][cH:48][cH:49][cH:50][cH:51]1>>[NH2:1][CH2:4][CH2:5][CH2:6][NH:7][c:8]1[c:9]([F:32])[cH:10][c:11](-[c:14]2[o:15][c:16]3[c:17]([c:18](=[O:20])[cH:19]2)[c:21]([NH:27][CH2:28][CH2:29][CH2:30][CH3:31])[c:22]([F:26])[cH:23][c:24]3[F:25])[cH:12][cH:13]1.